This data is from the Open Reaction Database (ORD), a public repository of structured organic reaction records. The task is: describe an organic reaction: reactants, conditions, products, and yield The reactants are FC1=C(C(=O)Cl)C=CC=C1 (2-fluorobenzoyl chloride), COC1=C(C(=O)Cl)C=CC=C1 (2-methoxybenzoyl chloride), NC=1C=C(C(=O)NCC2=CC=CC=C2)C=CN1 (2-amino-N-benzylisonicotinamide). The product is C(C1=CC=CC=C1)NC(C1=CC(=NC=C1)NC(C1=C(C=CC=C1)OC)=O)=O (N-benzyl-2-(2-methoxybenzamido)isonicotinamide). The yield is 76.0%. As a reaction SMILES: FC1C=CC=CC=1C(Cl)=O.[CH3:11][O:12][C:13]1[CH:21]=[CH:20][CH:19]=[CH:18][C:14]=1[C:15](Cl)=[O:16].[NH2:22][C:23]1[CH:24]=[C:25]([CH:36]=[CH:37][N:38]=1)[C:26]([NH:28][CH2:29][C:30]1[CH:35]=[CH:34][CH:33]=[CH:32][CH:31]=1)=[O:27]>>[CH2:29]([NH:28][C:26](=[O:27])[C:25]1[CH:36]=[CH:37][N:38]=[C:23]([NH:22][C:15](=[O:16])[C:14]2[CH:18]=[CH:19][CH:20]=[CH:21][C:13]=2[O:12][CH3:11])[CH:24]=1)[C:30]1[CH:35]=[CH:34][CH:33]=[CH:32][CH:31]=1. Procedure details: Following the procedure as describe in Example 6, making variations as required to replace 2-fluorobenzoyl chloride with 2-methoxybenzoyl chloride to react with 2-amino-N-benzylisonicotinamide, N-benzyl-2-(2-methoxybenzamido)isonicotinamide was obtained as a colorless solid in 76% yield: mp 205-207° C. (hexanes/ethyl acetate); 1H NMR (300 MHz, CDCl3) δ 10.56 (s, 1H), 8.70 (s, 1H), 8.42 (d, J=5.1 Hz, 1H), 8.20 (dd, J=7.8, 1.8 Hz, 1H), 7.58-7.49 (m, 2H), 7.37-7.25 (m, 5H), 7.14-7.02 (m, 2H), 6.81 ... Reactants: S(=O)(Cl)Cl (Thionyl chloride), [N+](=O)([O-])OCCCC(=O)O (4-(Nitrooxy)butanoic acid). Reagents/catalysts: CN(C)C=O (DMF). Run in CCOCC (Et2O). Product: [N+](=O)([O-])OCCCC(=O)Cl (4-(nitrooxy)butanoyl chloride). RXN SMILES: S(Cl)([Cl:3])=O.[N+:5]([O:8][CH2:9][CH2:10][CH2:11][C:12]([OH:14])=O)([O-:7])=[O:6]>CCOCC.CN(C=O)C>[N+:5]([O:8][CH2:9][CH2:10][CH2:11][C:12]([Cl:3])=[O:14])([O-:7])=[O:6]. Procedure details: Thionyl chloride (0.6 ml, 7.7 mmol) was slowly added, under stirring and under argon, to a solution of 4-(Nitrooxy)butanoic acid (1.00 g, 6.7 mmol) in anhydrous Et2O (25 ml) kept 0° C. A few drops of DMF (4-5 drops) were also added under stirring to the reaction mixture and the reaction temperature was allowed to rise to r.t. (ca. 20° C.). The reaction mixture was stirred at room temperature and under argon for 5 hours. The reaction mixture was concentrated in vacuo to provide crude 4-(nitrooxy)... The reactants are C(C1=CC=CC=C1)NC([C@H](CCC(=O)OC)N1C(C2=CC=CC(=C2C1)OCC1=CC=C(C=C1)CN1CCOCC1)=O)=O ((S)-methyl 5-(benzylamino)-4-(4-((4-(morpholinomethyl)benzyl)oxy)-1-oxoisoindolin-2-yl)-5-oxopentanoate), p-TsOH monohydrate, C1(=CC=CC=C1)C (toluene). Yields the product C(C1=CC=CC=C1)N1C([C@H](CCC1=O)N1C(C2=CC=CC(=C2C1)OCC1=CC=C(C=C1)CN1CCOCC1)=O)=O ((S)-1-benzyl-3-(4-((4-(morpholinomethyl)benzyl)oxy)-1-oxoisoindolin-2-yl)piperidine-2,6-dione). RXN SMILES: C([NH:8][C:9](=[O:42])[C@@H:10]([N:17]1[CH2:25][C:24]2[C:19](=[CH:20][CH:21]=[CH:22][C:23]=2[O:26][CH2:27][C:28]2[CH:33]=[CH:32][C:31]([CH2:34][N:35]3[CH2:40][CH2:39][O:38][CH2:37][CH2:36]3)=[CH:30][CH:29]=2)[C:18]1=[O:41])[CH2:11][CH2:12][C:13](OC)=[O:14])C1C=CC=CC=1.[C:43]1([CH3:49])[CH:48]=[CH:47][CH:46]=[CH:45][CH:44]=1>>[CH2:49]([N:8]1[C:13](=[O:14])[CH2:12][CH2:11][C@H:10]([N:17]2[CH2:25][C:24]3[C:19](=[CH:20][CH:21]=[CH:22][C:23]=3[O:26][CH2:27][C:28]3[CH:33]=[CH:32][C:31]([CH2:34][N:35]4[CH2:40][CH2:39][O:38][CH2:37][CH2:36]4)=[CH:30][CH:29]=3)[C:18]2=[O:41])[C:9]1=[O:42])[C:43]1[CH:48]=[CH:47][CH:46]=[CH:45][CH:44]=1. Procedure details: A mixture of (S)-methyl 5-(benzylamino)-4-(4-((4-(morpholinomethyl)benzyl)oxy)-1-oxoisoindolin-2-yl)-5-oxopentanoate (2.5 mmol) and p-TsOH monohydrate (1.25 mmol) in toluene, under argon, is refluxed for 8 hours. The solvent is evaporated. The crude is taken up in ether (50 mL) and washed with saturated aqueous NaHCO3 (2×20 mL). The organic layer is dried and purified by silica gel chromatography to afford (S)-1-benzyl-3-(4-((4-(morpholinomethyl)benzyl)oxy)-1-oxoisoindolin-2-yl)piperidine-2,6-di... Starting materials: COC(=O)C(CSc1ccccc1)N=[N+]=[N-], S, c1ccncc1. Yields the product COC(=O)C(N)CSc1ccccc1. RXN SMILES: [CH3:1][O:2][C:3]([CH:4]([CH2:5][S:6][c:7]1[cH:8][cH:9][cH:10][cH:11][cH:12]1)[N:13]=[N+:14]=[N-:15])=[O:16].[SH2:17].[cH:18]1[cH:19][cH:20][n:21][cH:22][cH:23]1>>[CH3:1][O:2][C:3]([CH:4]([CH2:5][S:6][c:7]1[cH:8][cH:9][cH:10][cH:11][cH:12]1)[NH2:13])=[O:16].